This data is from the Open Reaction Database (ORD), a public repository of structured organic reaction records. The task is: describe an organic reaction: reactants, conditions, products, and yield Reactants: Nc1cccc(-c2c(Cc3ccccc3)cnc3c(C(F)(F)F)cccc23)c1, O=Cc1ccc(Cl)c(F)c1. Product: Fc1cc(CNc2cccc(-c3c(Cc4ccccc4)cnc4c(C(F)(F)F)cccc34)c2)ccc1Cl. RXN SMILES: [CH2:1]([c:2]1[cH:3][cH:4][cH:5][cH:6][cH:7]1)[c:8]1[cH:9][n:10][c:11]2[c:12]([C:25]([F:26])([F:27])[F:28])[cH:13][cH:14][cH:15][c:16]2[c:17]1-[c:18]1[cH:19][c:20]([NH2:24])[cH:21][cH:22][cH:23]1.[Cl:29][c:30]1[c:31]([F:38])[cH:32][c:33]([CH:34]=[O:35])[cH:36][cH:37]1>>[CH2:1]([c:2]1[cH:3][cH:4][cH:5][cH:6][cH:7]1)[c:8]1[cH:9][n:10][c:11]2[c:12]([C:25]([F:26])([F:27])[F:28])[cH:13][cH:14][cH:15][c:16]2[c:17]1-[c:18]1[cH:19][c:20]([NH:24][CH2:34][c:33]2[cH:32][c:31]([F:38])[c:30]([Cl:29])[cH:37][cH:36]2)[cH:21][cH:22][cH:23]1. Starting materials: ClC=1C=C(C=CC1Cl)CC(=O)O (3,4-dichlorophenylacetic acid), C(=O)(N1C=NC=C1)N1C=NC=C1 (carbonyldiimidazole), CNC1C(CC2=CC=CC=C12)N1CCCC1 (2,3-dihydro-N-methyl-2-(1-pyrrolidinyl)-1H-inden-1-amine). Run in O1CCCC1 (tetrahydrofuran), O1CCCC1 (tetrahydrofuran). Run at time 1 hour. Yields the product ClC=1C=C(C=CC1Cl)CC(=O)N(C)C1C(CC2=CC=CC=C12)N1CCCC1 (3,4-dichloro-N-[2,3-dihydro-2-(1-pyrrolidinyl)-1H-inden-1-yl]-N-methyl-benzene-acetamide). RXN SMILES: [Cl:1][C:2]1[CH:3]=[C:4]([CH2:9][C:10]([OH:12])=O)[CH:5]=[CH:6][C:7]=1[Cl:8].C(N1C=CN=C1)(N1C=CN=C1)=O.[CH3:25][NH:26][CH:27]1[C:35]2[C:30](=[CH:31][CH:32]=[CH:33][CH:34]=2)[CH2:29][CH:28]1[N:36]1[CH2:40][CH2:39][CH2:38][CH2:37]1>O1CCCC1>[Cl:1][C:2]1[CH:3]=[C:4]([CH2:9][C:10]([N:26]([CH:27]2[C:35]3[C:30](=[CH:31][CH:32]=[CH:33][CH:34]=3)[CH2:29][CH:28]2[N:36]2[CH2:40][CH2:39][CH2:38][CH2:37]2)[CH3:25])=[O:12])[CH:5]=[CH:6][C:7]=1[Cl:8]. Procedure: A mixture of 2.66 g of 3,4-dichlorophenylacetic acid, 2.11 g of carbonyldiimidazole and 20 ml of tetrahydrofuran was stirred for 1 hour and then a solution of 2.16 g of the product of Step B in 5 ml of tetrahydrofuran was added slowly. The mixture was stirred for 3 hours 30 minutes and then the tetrahydrofuran was distilled off under reduced pressure. The residue was taken up in 100 ml of ether and after washing with a saturated solution of sodium bicarbonate, then with saturated salt water, dry... Starting materials: BrC1=NC(=CC=C1O)Cl (2-bromo-6-chloropyridin-3-ol), C[O-].[Na+] (NaOMe). The solvent is CN(C)C=O (DMF). Conditions: time 24 hour. The product is BrC1=NC(=CC=C1O)OC (2-bromo-6-methoxypyridin-3-ol). Reaction SMILES: [Br:1][C:2]1[C:7]([OH:8])=[CH:6][CH:5]=[C:4](Cl)[N:3]=1.[CH3:10][O-:11].[Na+]>CN(C=O)C>[Br:1][C:2]1[C:7]([OH:8])=[CH:6][CH:5]=[C:4]([O:11][CH3:10])[N:3]=1 |f:1.2|. Procedure: To a 0° C. solution of 2-bromo-6-chloropyridin-3-ol (1 eq.) and DMF (0.2 M) is added NaOMe (2.2 eq.). The solution is allowed to warm to room temperature as the cooling bath expires and allowed to stir at room temperature for 24 h. The reaction is quenched with saturated NH4Cl and diluted with water. The aqueous solution is extracted with EtOAc. The combined EtOAc layers are dried over MgSO4, concentrated in vacuo, and purified by column chromatography to give the title compound. Yields the product Cl.Cl.NC1=CC=C(C=C1)C[C@@H](CO)NC[C@H](O)C1=CC(=CC=C1)Cl ((2S)-3-(4-aminophenyl)-2-[[(2R)-2-(3-chlorophenyl)-2-hydroxyethyl]amino]-1-propanol dihydrochloride). The reagents and catalysts are [Pd] (palladium on activated carbon). RXN SMILES: C([N:8]([C@@H:19]([CH2:22][C:23]1[CH:28]=[CH:27][C:26]([N+:29]([O-])=O)=[CH:25][CH:24]=1)[CH2:20][OH:21])[CH2:9][C@@H:10]([C:12]1[CH:17]=[CH:16][CH:15]=[C:14]([Cl:18])[CH:13]=1)[OH:11])C1C=CC=CC=1.CO>[Pd].ClC1C=CC=CC=1>[ClH:18].[ClH:18].[NH2:29][C:26]1[CH:25]=[CH:24][C:23]([CH2:22][C@H:19]([NH:8][CH2:9][C@@H:10]([C:12]2[CH:17]=[CH:16][CH:15]=[C:14]([Cl:18])[CH:13]=2)[OH:11])[CH2:20][OH:21])=[CH:28][CH:27]=1 |f:4.5.6|. Solvent: ClC1=CC=CC=C1 (chlorobenzene). Isolated yield 312.0%. Procedure: To a solution of (2S)-2-[N-benzyl-N-[(2R)-2-(3-chlorophenyl)-2-hydroxyethyl]amino]-3-(4-nitrophenyl)-1-propanol (5.33 g) in a mixed solvent of methanol (50 ml) and chlorobenzene (50 ml) was added 10% palladium on activated carbon (50% wet, 1.00 g) and the mixture was hydrogenated at 1 atm for 2 hours. The catalyst was filtered off and washed with methanol. The filtrate was concentrated in vacuo to give (2S)-3-(4-aminophenyl)-2-[[(2R)-2-(3-chlorophenyl)-2-hydroxyethyl]amino]-1-propanol dihydrochl... Run at time 2 hour. Starting materials: C(C1=CC=CC=C1)N(C[C@H](O)C1=CC(=CC=C1)Cl)[C@H](CO)CC1=CC=C(C=C1)[N+](=O)[O-] ((2S)-2-[N-benzyl-N-[(2R)-2-(3-chlorophenyl)-2-hydroxyethyl]amino]-3-(4-nitrophenyl)-1-propanol), CO (methanol).